From a dataset of the Open Reaction Database (ORD), a public repository of structured organic reaction records. describe an organic reaction: reactants, conditions, products, and yield Starting materials: C(=O)([O-])[O-].[Na+].[Na+] (Na2CO3), CC1(OB(OC1(C)C)C=1C=NNC1)C (4-(4,4,5,5-tetramethyl-1,3,2-dioxaborolan-2-yl)-1H-pyrazole), BrC(C(=O)OCC)C (ethyl 2-bromopropanoate), C([O-])([O-])=O.[Cs+].[Cs+] (cesium carbonate). Run in C(C)#N (acetonitrile). Run at temperature 90 celsius, time 4 hour. The product is CC1(OB(OC1(C)C)C=1C=NN(C1)C(C(=O)OCC)C)C (ethyl 2-[4-(4,4,5,5-tetramethyl-1,3,2-dioxaborolan-2-yl)-1H-pyrazol-1-yl]propanoate). Yield: 68.0%. RXN SMILES: [CH3:1][C:2]1([CH3:14])[C:6]([CH3:8])([CH3:7])[O:5][B:4]([C:9]2[CH:10]=[N:11][NH:12][CH:13]=2)[O:3]1.Br[CH:16]([CH3:22])[C:17]([O:19][CH2:20][CH3:21])=[O:18].C(=O)([O-])[O-].[Cs+].[Cs+].C([O-])([O-])=O.[Na+].[Na+]>C(#N)C>[CH3:1][C:2]1([CH3:14])[C:6]([CH3:7])([CH3:8])[O:5][B:4]([C:9]2[CH:13]=[N:12][N:11]([CH:16]([CH3:22])[C:17]([O:19][CH2:20][CH3:21])=[O:18])[CH:10]=2)[O:3]1 |f:2.3.4,5.6.7|. Procedure details: A mixture of 4-(4,4,5,5-tetramethyl-1,3,2-dioxaborolan-2-yl)-1H-pyrazole (0.40 g, 2.1 mmol, Aldrich, Cat. 525057), ethyl 2-bromopropanoate (290 μL, 2.3 mmol), and cesium carbonate (1.5 g, 4.6 mmol) in acetonitrile (8 mL) was stirred at 90° C. for 4 h. After cooling, the reaction mixture was worked up with aqueous Na2CO3, extracted with ethyl acetate (3×20 mL), and washed with brine. The combined organic layers were dried over MgSO4, filtered and concentrated under reduced pressure. The residue w... The reactants are BrC1=C(C#N)C=CC(=C1)NC1C(NCCCC1)=O (2-bromo-4-(2-oxoazepan-3-ylamino)benzonitrile), Cl.NC1=CC(=NS1)C (5-amino-3-methylisothiazole hydrochloride), C(=O)([O-])[O-].[K+].[K+] (K2CO3), C=1C=CC(=CC1)P(C=2C=CC=CC2)C3=CC=C4C=CC=CC4=C3C5=C6C=CC=CC6=CC=C5P(C=7C=CC=CC7)C=8C=CC=CC8 (BINAP). The reagents and catalysts are CC(=O)[O-].CC(=O)[O-].[Pd+2] (Pd(OAc)2). The solvent is O1CCOCC1 (dioxane). Conditions: time 18 hour. The product is CC1=NSC(=C1)NC1=C(C#N)C=CC(=C1)NC1C(NCCCC1)=O (2-(3-methylisothiazol-5-ylamino)-4-(2-oxoazepan-3-ylamino)benzonitrile). Isolated yield 159.2%. RXN SMILES: Br[C:2]1[CH:9]=[C:8]([NH:10][CH:11]2[CH2:17][CH2:16][CH2:15][CH2:14][NH:13][C:12]2=[O:18])[CH:7]=[CH:6][C:3]=1[C:4]#[N:5].Cl.[NH2:20][C:21]1[S:25][N:24]=[C:23]([CH3:26])[CH:22]=1.C([O-])([O-])=O.[K+].[K+].C1C=CC(P(C2C(C3C(P(C4C=CC=CC=4)C4C=CC=CC=4)=CC=C4C=3C=CC=C4)=C3C(C=CC=C3)=CC=2)C2C=CC=CC=2)=CC=1>O1CCOCC1.CC([O-])=O.CC([O-])=O.[Pd+2]>[CH3:26][C:23]1[CH:22]=[C:21]([NH:20][C:2]2[CH:9]=[C:8]([NH:10][CH:11]3[CH2:17][CH2:16][CH2:15][CH2:14][NH:13][C:12]3=[O:18])[CH:7]=[CH:6][C:3]=2[C:4]#[N:5])[S:25][N:24]=1 |f:1.2,3.4.5,8.9.10|. Procedure details: A mixture of 2-bromo-4-(2-oxoazepan-3-ylamino)benzonitrile (81 mg, 0.263 mmol), 5-amino-3-methylisothiazole hydrochloride (63 mg, 0.418 mmol), K2CO3 (120 mg, 0.869 mmol), BINAP (40 mg, 0.064 mmol) and Pd(OAc)2 (20 mg, 0.089 mmol) in dioxane (3 mL) was degassed with argon, then was stirred at 120 C for 18 h. Water and EtOAc were added. The organic phase was separated, dried over Na2SO4, concentrated in vacuo to give 2-(3-methylisothiazol-5-ylamino)-4-(2-oxoazepan-3-ylamino)benzonitrile (143 mg) The reactants are C1(=CC=CC=C1)C(C)(O)C=1C=NC2=C(C=CC=C2C1C1=CC=CC=C1)C(F)(F)F (1-Phenyl-1-[4-phenyl-8-(trifluoromethyl)quinolin-3-yl]ethanol), [H-].[Na+] (NaH), IC (iodomethane). The solvent is CN(C)C=O (DMF). Reaction conditions: time 20 minute. Yields the product COC(C)(C1=CC=CC=C1)C=1C=NC2=C(C=CC=C2C1C1=CC=CC=C1)C(F)(F)F (3-(1-METHOXY-1-PHENYLETHYL)-4-PHENYL-8-(TRIFLUOROMETHYL)QUINOLINE). RXN SMILES: [C:1]1([C:7]([C:10]2[CH:11]=[N:12][C:13]3[C:18]([C:19]=2[C:20]2[CH:25]=[CH:24][CH:23]=[CH:22][CH:21]=2)=[CH:17][CH:16]=[CH:15][C:14]=3[C:26]([F:29])([F:28])[F:27])([OH:9])[CH3:8])[CH:6]=[CH:5][CH:4]=[CH:3][CH:2]=1.[H-].[Na+].I[CH3:33]>CN(C=O)C>[CH3:33][O:9][C:7]([C:10]1[CH:11]=[N:12][C:13]2[C:18]([C:19]=1[C:20]1[CH:21]=[CH:22][CH:23]=[CH:24][CH:25]=1)=[CH:17][CH:16]=[CH:15][C:14]=2[C:26]([F:29])([F:27])[F:28])([C:1]1[CH:6]=[CH:5][CH:4]=[CH:3][CH:2]=1)[CH3:8] |f:1.2|. Procedure: 1-Phenyl-1-[4-phenyl-8-(trifluoromethyl)quinolin-3-yl]ethanol (Example 39, 0.096 g, 0.243 mmol) was taken into DMF (3 mL) then NaH (0.020 g, 0.487 mmol) was added and stirred for 20 minutes. Lastly, iodomethane (0.08 mL, 1.22 mmol) was added and stirring was continued for 30 minutes. The reaction was quenched with water and extracted with ether. The combined organics were dried over magnesium sulfate and concentrated. The resulting material was purified via column chromatography using 5% ethyl a... The reactants are ClC1=C(C(=CC(=C1)C(F)(F)F)Cl)NN (2,6-dichloro-4-trifluoromethylphenylhydrazine), CC(CC(C)=O)=O (2,4-pentanedione), S(O)(O)(=O)=O (sulphuric acid). Solvent: C(C)O (ethanol). Yields the product CC1=NN(C(=C1)C)C1=C(C=C(C=C1Cl)C(F)(F)F)Cl (3,5-dimethyl-1-(2,6-dichloro-4-trifluoromethylphenyl)-1H-pyrazole). RXN SMILES: [Cl:1][C:2]1[CH:7]=[C:6]([C:8]([F:11])([F:10])[F:9])[CH:5]=[C:4]([Cl:12])[C:3]=1[NH:13][NH2:14].[CH3:15][C:16](=O)[CH2:17][C:18](=O)[CH3:19].S(=O)(=O)(O)O>C(O)C>[CH3:15][C:16]1[CH:17]=[C:18]([CH3:19])[N:13]([C:3]2[C:2]([Cl:1])=[CH:7][C:6]([C:8]([F:9])([F:11])[F:10])=[CH:5][C:4]=2[Cl:12])[N:14]=1. Procedure: A solution of 2,6-dichloro-4-trifluoromethylphenylhydrazine (5.0 g), 2,4-pentanedione (2.1 ml) and conc. sulphuric acid (0.8 ml) in ethanol (40 ml) was heated under reflux for 20 hours. The ethanol was evaporated under reduced pressure and the residue dissolved in dichloromethane. The extract was washed with sodium bicarbonate solution and brine, dried over magnesium sulphate and evaporated to give 3,5-dimethyl-1-(2,6-dichloro-4-trifluoromethylphenyl)-1H-pyrazole.